This data is from the Open Reaction Database (ORD), a public repository of structured organic reaction records. The task is: describe an organic reaction: reactants, conditions, products, and yield The reactants are CC(C)(C)OC(=O)c1ccc(-c2cccc(Cl)c2)cc1NC(=O)c1ccc(F)cc1, O=C(O)C(F)(F)F. The product is O=C(Nc1cc(-c2cccc(Cl)c2)ccc1C(=O)O)c1ccc(F)cc1. As a reaction SMILES: [Cl:1][c:2]1[cH:3][c:4](-[c:8]2[cH:9][c:10]([NH:21][C:22]([c:23]3[cH:24][cH:25][c:26]([F:29])[cH:27][cH:28]3)=[O:30])[c:11]([C:12](=[O:13])[O:14][C:15]([CH3:16])([CH3:17])[CH3:18])[cH:19][cH:20]2)[cH:5][cH:6][cH:7]1.[OH:31][C:32]([C:33]([F:34])([F:35])[F:36])=[O:37]>>[Cl:1][c:2]1[cH:3][c:4](-[c:8]2[cH:9][c:10]([NH:21][C:22]([c:23]3[cH:24][cH:25][c:26]([F:29])[cH:27][cH:28]3)=[O:30])[c:11]([C:12](=[O:13])[OH:14])[cH:19][cH:20]2)[cH:5][cH:6][cH:7]1. The reactants are ClCCl, Cc1ccc(C(=O)NC2CC2)cc1-c1ccc(-c2nnc(CN)o2)cc1, O=S(=O)(Cl)Cc1ccccc1, c1ccncc1. Yields the product Cc1ccc(C(=O)NC2CC2)cc1-c1ccc(-c2nnc(CNS(=O)(=O)Cc3ccccc3)o2)cc1. As a reaction SMILES: [Cl:44][CH2:45][Cl:46].[NH2:1][CH2:2][c:3]1[n:4][n:5][c:6](-[c:8]2[cH:9][cH:10][c:11](-[c:14]3[cH:15][c:16]([C:21](=[O:22])[NH:23][CH:24]4[CH2:25][CH2:26]4)[cH:17][cH:18][c:19]3[CH3:20])[cH:12][cH:13]2)[o:7]1.[c:27]1([CH2:33][S:34](=[O:35])(=[O:36])[Cl:37])[cH:28][cH:29][cH:30][cH:31][cH:32]1.[cH:38]1[cH:39][cH:40][n:41][cH:42][cH:43]1>>[NH:1]([CH2:2][c:3]1[n:4][n:5][c:6](-[c:8]2[cH:9][cH:10][c:11](-[c:14]3[cH:15][c:16]([C:21](=[O:22])[NH:23][CH:24]4[CH2:25][CH2:26]4)[cH:17][cH:18][c:19]3[CH3:20])[cH:12][cH:13]2)[o:7]1)[S:34]([CH2:33][c:27]1[cH:28][cH:29][cH:30][cH:31][cH:32]1)(=[O:35])=[O:36].